This data is from the Open Reaction Database (ORD), a public repository of structured organic reaction records. The task is: describe an organic reaction: reactants, conditions, products, and yield Reactants: C(C)OC=C1C(NC2=CC=C3N=CSC3=C12)=O (8-ethoxymethylene-6,8-dihydro-1-thia-3,6-diaza-as-indacen-7-one), NC1=CC=C(C=C1)S(=O)(=O)NC=1SC(=NN1)C (4-amino-N-(5-methyl[1,3,4]thiadiazol-2-yl)-benzenesulfonamide). Product: CC1=NN=C(S1)NS(=O)(=O)C1=CC=C(C=C1)NC=C1C(NC2=CC=C3N=CSC3=C12)=O (N-(5-Methyl-[1,3,4]thiadiazol-2-yl)-4-[(7-oxo-6,7-dihydro-1-thia-3,6-diaza-as-indacen-8-ylidenemethyl)-amino]-benzenesulfonamide). The yield is 36.0%. As a reaction SMILES: C(O[CH:4]=[C:5]1[C:16]2[C:8](=[CH:9][CH:10]=[C:11]3[C:15]=2[S:14][CH:13]=[N:12]3)[NH:7][C:6]1=[O:17])C.[NH2:18][C:19]1[CH:24]=[CH:23][C:22]([S:25]([NH:28][C:29]2[S:30][C:31]([CH3:34])=[N:32][N:33]=2)(=[O:27])=[O:26])=[CH:21][CH:20]=1>>[CH3:34][C:31]1[S:30][C:29]([NH:28][S:25]([C:22]2[CH:23]=[CH:24][C:19]([NH:18][CH:4]=[C:5]3[C:16]4[C:8](=[CH:9][CH:10]=[C:11]5[C:15]=4[S:14][CH:13]=[N:12]5)[NH:7][C:6]3=[O:17])=[CH:20][CH:21]=2)(=[O:27])=[O:26])=[N:33][N:32]=1. Reported procedure: The title compound was prepared in 36% yield from 8-ethoxymethylene-6,8-dihydro-1-thia-3,6-diaza-as-indacen-7-one and 4-amino-N-(5-methyl[1,3,4]thiadiazol-2-yl)-benzenesulfonamide according to Procedure J: 1H NMR (DMSO-d6): δ11.2 (d, 1H), 10.9 (s, 1H), 9.3 (s, 1H), 8.1 (d, 1H), 7.8 (m, 3H), 7.6 (d, 2H), 7.1 (d, 1H); ESI−MS m/z469 (M−H)−.